Task: describe an organic reaction: reactants, conditions, products, and yield. Dataset: the Open Reaction Database (ORD), a public repository of structured organic reaction records Product: C(C)OC1=C(OC=2C=NC=CC2)C=CC=C1 (3-(2-ethoxyphenoxy)pyridine). Reported procedure: 3-Bromopyridine (224 g, 1.42 mol) and 2-ethoxyphenol (275 g, 1.99 mol) were added to a jacketed reactor vessel containing toluene (2.2 L) at 20° C., and the resulting mixture was stirred until all solids were dissolved. 2,2,6,6-Tetramethylheptane-3,5-dione (118 g, 0.640 mol), copper(I) chloride (71.8 g, 0.71 mol), and cesium carbonate (749 g, 2.27 mol) were added sequentially, and the jacket temperature was raised to 119° C. The mixture became thick, and stirring resumed as the temperature incre... Reagents/catalysts: [Cu]Cl (copper(I) chloride). Starting materials: [OH-].[NH4+] (ammonium hydroxide), Cl (hydrochloric acid), BrC=1C=NC=CC1 (3-Bromopyridine), C(C)OC1=C(C=CC=C1)O (2-ethoxyphenol), CC(C)(C(CC(C(C)(C)C)=O)=O)C (2,2,6,6-Tetramethylheptane-3,5-dione), C([O-])([O-])=O.[Cs+].[Cs+] (cesium carbonate). Isolated yield 76.2%. Run in C(C)(=O)OCC (Ethyl acetate), C1(=CC=CC=C1)C (toluene). Reaction conditions: temperature 119 celsius, time 20 hour. As a reaction SMILES: Br[C:2]1[CH:3]=[N:4][CH:5]=[CH:6][CH:7]=1.[CH2:8]([O:10][C:11]1[CH:16]=[CH:15][CH:14]=[CH:13][C:12]=1[OH:17])[CH3:9].CC(C)(C(=O)CC(=O)C(C)(C)C)C.C(=O)([O-])[O-].[Cs+].[Cs+].Cl.[OH-].[NH4+]>[Cu]Cl.C(OCC)(=O)C.C1(C)C=CC=CC=1>[CH2:8]([O:10][C:11]1[CH:16]=[CH:15][CH:14]=[CH:13][C:12]=1[O:17][C:2]1[CH:3]=[N:4][CH:5]=[CH:6][CH:7]=1)[CH3:9] |f:3.4.5,7.8|. The reactants are [H][H] (hydrogen), ClC1=C(C=C(C=C1)[N+](=O)[O-])Cl (1,2-dichloro-4-nitrobenzene), C(C)(=O)O.C(=N)N (formamidine acetate). The reagents and catalysts are [Ni] (Raney nickel). Solvent: CO (methanol). Conditions: time 1 hour. The product is ClC1=C(C=C(C=C1)N)Cl (1,2-Dichloro-4-aminobenzene). Reaction SMILES: [Cl:1][C:2]1[CH:7]=[CH:6][C:5]([N+:8]([O-])=O)=[CH:4][C:3]=1[Cl:11].C(O)(=O)C.C(N)=N.[H][H]>[Ni].CO>[Cl:1][C:2]1[CH:7]=[CH:6][C:5]([NH2:8])=[CH:4][C:3]=1[Cl:11] |f:1.2|. Procedure: 48.0 g of 1,2-dichloro-4-nitrobenzene, 2 g of Raney nickel (60%, aqueous), 1.5 g of formamidine acetate and 120 ml of methanol are introduced in an autoclave equipped with gas introduction stirrer. The air in the autoclave is then displaced by nitrogen and then by hydrogen. The hydrogenation is carried out at a pressure of 12 bar and a temperature of 80° C. The hydrogenation time is 1 hour. 1,2-Dichloro-4-aminobenzene, 99.7% pure (analysed by gas chromatography), is obtained in quantitative yiel... Starting materials: NC=1SC2=NC(=CC=C2N1)OC=1C=C(C=CC1C)NC(C1=CC(=CC=C1)C(C)(C)C#N)=O (N-{3-[(2-amino[1,3]thiazolo[5,4-b]pyridin-5-yl)oxy]-4-methylphenyl}-3-(1-cyano-1-methylethyl)benzamide), C(C)(=O)Cl (acetyl chloride). Reaction conditions: time 28 hour. Reagents/catalysts: CN(C1=CC=NC=C1)C (N,N-dimethylpyridine-4-amine). Yield: 71.9%. RXN SMILES: [NH2:1][C:2]1[S:3][C:4]2[C:9]([N:10]=1)=[CH:8][CH:7]=[C:6]([O:11][C:12]1[CH:13]=[C:14]([NH:19][C:20](=[O:32])[C:21]3[CH:26]=[CH:25][CH:24]=[C:23]([C:27]([C:30]#[N:31])([CH3:29])[CH3:28])[CH:22]=3)[CH:15]=[CH:16][C:17]=1[CH3:18])[N:5]=2.[C:33](Cl)(=[O:35])[CH3:34]>N1C=CC=CC=1.CN(C)C1C=CN=CC=1>[C:33]([NH:1][C:2]1[S:3][C:4]2[C:9]([N:10]=1)=[CH:8][CH:7]=[C:6]([O:11][C:12]1[CH:13]=[C:14]([NH:19][C:20](=[O:32])[C:21]3[CH:26]=[CH:25][CH:24]=[C:23]([C:27]([C:30]#[N:31])([CH3:29])[CH3:28])[CH:22]=3)[CH:15]=[CH:16][C:17]=1[CH3:18])[N:5]=2)(=[O:35])[CH3:34]. Procedure: To a solution of N-{3-[(2-amino[1,3]thiazolo[5,4-b]pyridin-5-yl)oxy]-4-methylphenyl}-3-(1-cyano-1-methylethyl)benzamide (200 mg, 0.450 mmol) produced in Example C12(iv) in pyridine (5 mL) were added acetyl chloride (128 μL, 1.80 mmol) and N,N-dimethylpyridine-4-amine (8.8 mg, 0.0720 mmol), and the mixture was stirred at room temperature for 28 hr. The title compound (157 mg, 72%) was obtained as white crystals by operation in the same manner as in Example C81. The present compound was recrystall... Product: C(C)(=O)NC=1SC2=NC(=CC=C2N1)OC=1C=C(C=CC1C)NC(C1=CC(=CC=C1)C(C)(C)C#N)=O (N-{3-[(2-acetylamino[1,3]thiazolo[5,4-b]pyridin-5-yl)oxy]-4-methylphenyl}-3-(1-cyano-1-methylethyl)benzamide). Solvent: N1=CC=CC=C1 (pyridine). Reactants: ClC=1C=C(C=CC1F)[Mg]Br ((3-Chloro-4-fluorophenyl)magnesium bromide), [Si](C)(C)(C(C)(C)C)OCC(=O)N(C)OC (2-(tert-butyldimethylsilyloxy)-N-methoxy-N-methylacetamide), Grignard reagent. Solvent: C1CCOC1 (THF), C1CCOC1 (THF), CCCCCC (hexane). Conditions: time 2 hour. Product: [Si](C)(C)(C(C)(C)C)OCC(=O)C1=CC(=C(C=C1)F)Cl (2-(tert-butyldimethylsilyloxy)-1-(3-chloro-4-fluorophenyl)ethanone). The yield is 87.9%. As a reaction SMILES: [Cl:1][C:2]1[CH:3]=[C:4]([Mg]Br)[CH:5]=[CH:6][C:7]=1[F:8].[Si:11]([O:18][CH2:19][C:20](N(OC)C)=[O:21])([C:14]([CH3:17])([CH3:16])[CH3:15])([CH3:13])[CH3:12]>C1COCC1.CCCCCC>[Si:11]([O:18][CH2:19][C:20]([C:4]1[CH:5]=[CH:6][C:7]([F:8])=[C:2]([Cl:1])[CH:3]=1)=[O:21])([C:14]([CH3:17])([CH3:16])[CH3:15])([CH3:13])[CH3:12]. Procedure: 0.5M (3-Chloro-4-fluorophenyl)magnesium bromide in THF (27.4 mL, 13.7 mmol) was added dropwise to 2-(tert-butyldimethylsilyloxy)-N-methoxy-N-methylacetamide (2.00 g, 8.57 mmol) in THF (20 mL) cooled in ice. The mixture became turbid after about half of the Grignard reagent was added. This was stirred in an ice bath for 2 hours, quenched with saturated aqueous NH4Cl, and concentrated to remove the THF. The aqueous residue was extracted with 2 portions DCM. The combined DCM layers were dried over ... Starting materials: C(C(C)C)O (iso-butyl alcohol), C(CCl)Cl (EDC), C1(=CC=CC=C1)CC(=O)N[C@@H](CCSC)C(=O)O (N-Phenylacetyl-L-methionine). Reagents/catalysts: CN(C)C=1C=CN=CC1 (DMAP). Run in O1CCOCC1 (dioxane). Reaction conditions: temperature 23 celsius, time 17 hour. The product is C(C(C)C)OC([C@@H](NC(CC1=CC=CC=C1)=O)CCSC)=O (N-(phenylacetyl)-L-methionine iso-butyl ester). RXN SMILES: [C:1]1([CH2:7][C:8]([NH:10][C@H:11]([C:16]([OH:18])=[O:17])[CH2:12][CH2:13][S:14][CH3:15])=[O:9])[CH:6]=[CH:5][CH:4]=[CH:3][CH:2]=1.[CH2:19](O)[CH:20]([CH3:22])[CH3:21].C(Cl)CCl>O1CCOCC1.CN(C1C=CN=CC=1)C>[CH2:19]([O:17][C:16](=[O:18])[C@H:11]([CH2:12][CH2:13][S:14][CH3:15])[NH:10][C:8](=[O:9])[CH2:7][C:1]1[CH:2]=[CH:3][CH:4]=[CH:5][CH:6]=1)[CH:20]([CH3:22])[CH3:21]. Reported procedure: N-Phenylacetyl-L-methionine (0.1285 g, 0.447 mmol) was dissolved in 3.0 mL dioxane and iso-butyl alcohol (0.2 mL) and treated with EDC (0.094 g, 0.492 mmol), and catalytic DMAP (0.015 g). After stirring for 17 hours at 23° C., the mixture was evaporated at reduced pressure to an oil, the residue was diluted in EtOAc and washed with 0.1 N HCl and saturated sodium bicarbonate. Chromatography on silica gel using 98:2 CHCl3/MeOH as eluant provided the pure product. The reactants are Cc1ccccc1, OCCNCCO. Yields the product OCCN(CCO)Cc1ccccc1. Reaction SMILES: [CH3:8][c:9]1[cH:10][cH:11][cH:12][cH:13][cH:14]1.[OH:1][CH2:2][CH2:3][NH:4][CH2:5][CH2:6][OH:7]>>[OH:1][CH2:2][CH2:3][N:4]([CH2:5][CH2:6][OH:7])[CH2:8][c:9]1[cH:10][cH:11][cH:12][cH:13][cH:14]1. The reactants are CCOC(=O)C=CC1(C)CCOCC1, CCO, [Na+], [OH-]. The product is CC1(C=CC(=O)O)CCOCC1. Reaction SMILES: [CH2:1]([CH3:2])[O:3][C:4]([CH:5]=[CH:6][C:7]1([CH3:13])[CH2:8][CH2:9][O:10][CH2:11][CH2:12]1)=[O:14].[CH3:15][CH2:16][OH:17].[Na+:19].[OH-:18]>>[O:3]=[C:4]([CH:5]=[CH:6][C:7]1([CH3:13])[CH2:8][CH2:9][O:10][CH2:11][CH2:12]1)[OH:14]. Reactants: CO (Methanol), Cl (Hydrochloric acid), COC(C1=C(C(=CC=C1[N+](=O)[O-])O[Si](C)(C)C(C)(C)C)CBr)=O (2-bromomethyl-3-(tert-butyl-dimethyl-silanyloxy)-6-nitro-benzoic acid methyl ester), solution, CN (methylamine). Solvent: C1CCOC1 (THF), C1CCOC1 (THF). Run at time 6 hour. The product is OC1=C2CN(C(C2=C(C=C1)[N+](=O)[O-])=O)C (4-hydroxy-2-methyl-7-nitro-2,3-dihydro-isoindol-1-one). Reaction SMILES: C[O:2][C:3](=O)[C:4]1[C:9]([N+:10]([O-:12])=[O:11])=[CH:8][CH:7]=[C:6]([O:13][Si](C(C)(C)C)(C)C)[C:5]=1[CH2:21]Br.[CH3:24][NH2:25].CO.Cl>C1COCC1>[OH:13][C:6]1[CH:7]=[CH:8][C:9]([N+:10]([O-:12])=[O:11])=[C:4]2[C:5]=1[CH2:21][N:25]([CH3:24])[C:3]2=[O:2]. Procedure details: At room temperature, a solution of 2-bromomethyl-3-(tert-butyl-dimethyl-silanyloxy)-6-nitro-benzoic acid methyl ester (12.6 g, 25.1 mmol) in 60 mL of THF is added 2M solution of methylamine in THF (37.7 mL, 75.3 mmol) at 0° C. and then the reaction mixture is stirred for 6 hours at the room temperature. Methanol and 1M Hydrochloric acid solution are added to the reaction mixture. The mixture is evaporated in vacuo and the precipitate is collected to give 4-hydroxy-2-methyl-7-nitro-2,3-dihydro-is...